From a dataset of the Open Reaction Database (ORD), a public repository of structured organic reaction records. describe an organic reaction: reactants, conditions, products, and yield Starting materials: C(C)C1=CC=CC=C1 (ethylbenzene), C(C)C1=CC=CC=C1 (ethylbenzene), [Cl-].[Na+] (sodium chloride), [Cl-].[Al+3].[Cl-].[Cl-] (aluminum chloride), C(C=C)[SiH](Cl)Cl (allyldichlorosilane). Run at temperature 50 celsius. The product is C(C)C1=C(C=CC=C1)C(C[SiH](Cl)Cl)C (3-(ethylphenyl)-1,1-dichloro-1-silabutane). Yield: 77.6%. RXN SMILES: [CH2:1]([C:3]1[CH:8]=[CH:7][CH:6]=[CH:5][CH:4]=1)[CH3:2].[Cl-].[Al+3].[Cl-].[Cl-].[CH2:13]([SiH:16]([Cl:18])[Cl:17])[CH:14]=[CH2:15].[Cl-].[Na+]>>[CH2:1]([C:3]1[CH:8]=[CH:7][CH:6]=[CH:5][C:4]=1[CH:14]([CH3:15])[CH2:13][SiH:16]([Cl:18])[Cl:17])[CH3:2] |f:1.2.3.4,6.7|. Reported procedure: In the same apparatus and procedures as EXAMPLE 1, 27 g (255 mmol) of ethylbenzene and 1.1 g (9.0 mmol) of aluminum chloride were placed. The flask was then immersed in an ice water bath. To the reaction mixture was slowly added dropwise 12.0 g (85 mmol) of allyldichlorosilane and the solution was stirred for an hour. After confirming that no ethylbenzene was left by gas chromatography, 2.4 g, (413 mmol) of sodium chloride was added to reaction mixture, warmed up to 50° C. and stirred for two ho... The reactants are COC(=O)c1cnc(NC(=O)c2ccccc2)s1, NCc1ccccc1, N#C[Na]. The product is O=C(Nc1ncc(C(=O)NCc2ccccc2)s1)c1ccccc1. RXN SMILES: [CH3:1][O:2][C:3](=[O:4])[c:5]1[cH:6][n:7][c:8]([NH:10][C:11]([c:12]2[cH:13][cH:14][cH:15][cH:16][cH:17]2)=[O:18])[s:9]1.[NH2:22][CH2:23][c:24]1[cH:25][cH:26][cH:27][cH:28][cH:29]1.[Na:19][C:20]#[N:21]>>[C:3](=[O:4])([c:5]1[cH:6][n:7][c:8]([NH:10][C:11]([c:12]2[cH:13][cH:14][cH:15][cH:16][cH:17]2)=[O:18])[s:9]1)[NH:22][CH2:23][c:24]1[cH:25][cH:26][cH:27][cH:28][cH:29]1.